From a dataset of the Open Reaction Database (ORD), a public repository of structured organic reaction records. describe an organic reaction: reactants, conditions, products, and yield Reactants: Br.S1C2=C(C=C1)C(=CC=C2)C=2N1C(SC2Br)=NCC1 (3-(Benzo[b]thiophen-4-yl)-2-bromo-5,6-dihydroimidazo[2,1-b]thiazole hydrobromide), C(C)[Mg]Cl (ethylmagnesium chloride), CSSC (dimethyl disulphide). Solvent: O1CCCC1 (tetrahydrofuran). Conditions: temperature 2.5 celsius, time 2 hour. Yields the product S1C2=C(C=C1)C(=CC=C2)C=2N1C(SC2SC)=NCC1 (3-(benzo[b]thiophen-4-yl)-2-(methylthio)-5,6-dihydroimidazo[2,1-b]thiazole). As a reaction SMILES: Br.[S:2]1[CH:6]=[CH:5][C:4]2[C:7]([C:11]3[N:12]4[CH2:19][CH2:18][N:17]=[C:13]4[S:14][C:15]=3Br)=[CH:8][CH:9]=[CH:10][C:3]1=2.C([Mg]Cl)C.[CH3:24][S:25]SC>O1CCCC1>[S:2]1[CH:6]=[CH:5][C:4]2[C:7]([C:11]3[N:12]4[CH2:19][CH2:18][N:17]=[C:13]4[S:14][C:15]=3[S:25][CH3:24])=[CH:8][CH:9]=[CH:10][C:3]1=2 |f:0.1|. Procedure: 3-(Benzo[b]thiophen-4-yl)-2-bromo-5,6-dihydroimidazo[2,1-b]thiazole hydrobromide (15 g; prepared in a manner similar to that described in Example 22) was added in portions under nitrogen at 0-5° C. over 20 minutes to a stirred solution of ethylmagnesium chloride (2M solution in ether; 45 ml) in tetrahydrofuran (225 ml), then the mixture was stirred at 0-5° C. for 2 hours. The mixture was cooled to 0° C. and dimethyl disulphide (5.4 ml) was added, then the mixture was stirred at ambient temperatu... The reactants are Cl.Cl.CNN(C(=NSCCC)N)NC (N,N-Dimethylaminopropyl thioguanidine dihydrochloride), 4-nitrobenzylchloroformate, CCN(C(C)C)C(C)C (DIEA), O (DI water). Solvent: C(Cl)Cl (DCM), C(Cl)Cl (DCM). Conditions: temperature 0 celsius. Product: CN(C(=NSCCC)N)C (N,N-Dimethylpropylthioguanidine). Isolated yield 126.9%. RXN SMILES: Cl.Cl.CNN(NC)C(N)=[N:7][S:8][CH2:9][CH2:10][CH3:11].C[CH2:16][N:17]([CH:21](C)C)[CH:18](C)C.C1C(C[Cl-]C([O-])=O)=CC=C([N+:35]([O-])=O)C=1.O>C(Cl)Cl>[CH3:21][N:17]([CH3:16])[C:18]([NH2:35])=[N:7][S:8][CH2:9][CH2:10][CH3:11] |f:0.1.2|. Procedure: N,N-Dimethylaminopropyl thioguanidine dihydrochloride (1.71 mmol, 400 mg) was suspended in dry DCM and cooled to 0° C. under N2 atm. DIEA (6.0 mmol, 775 mg) was then added over 5 min. and the mixture stirred until it became homogeneous (5-10 min). A solution of 4-nitrobenzylchloroformate (2.05 mmol, 445 mg) in dry DCM (10 mL) was then added via syringe over 15 minutes and the resulting mixture was allowed to warm to rt overnight. The crude reaction mixture was then washed with DI water and 50% b... Starting materials: BrCc1ccccc1, Oc1cc(Cl)ccc1Br, O=C([O-])[O-], CC(C)=O, [K+], [K+]. Product: Clc1ccc(Br)c(OCc2ccccc2)c1. Reaction SMILES: [Br:10][CH2:11][c:12]1[cH:13][cH:14][cH:15][cH:16][cH:17]1.[Br:1][c:2]1[c:3]([OH:9])[cH:4][c:5]([Cl:8])[cH:6][cH:7]1.[C:18](=[O:19])([O-:20])[O-:21].[CH3:24][C:25](=[O:26])[CH3:27].[K+:22].[K+:23]>>[Br:1][c:2]1[c:3]([O:9][CH2:11][c:12]2[cH:13][cH:14][cH:15][cH:16][cH:17]2)[cH:4][c:5]([Cl:8])[cH:6][cH:7]1. Reported procedure: 3.2 g of benzenesulfonamide are introduced at from 0°-5° C. into 50 ml of abs. pyridine and, while stirring at that temperature, a solution of 3.9 g of benzo-1,2,3-thiadiazole-7-carboxylic acid chloride in20 ml of methylene chloride is added dropwise. The mixture is stirred overnight and then poured onto ice-water, rendered slightly acidic with hydrochloric acid and extracted with methylene chloride, and the extracts are washed with water, dried and concentrated by evaporation. The residue is di... Run in C(Cl)Cl (methylene chloride). Yields the product C1(=CC=CC=C1)S(=O)(=O)NC(=O)C1=CC=CC=2N=NSC21 (N-(phenylsulfonyl)-benzo-1,2,3-thiadiazole-7-carboxylic acid amide). Reaction conditions: time 8 hour. Reaction SMILES: [C:1]1([S:7]([NH2:10])(=[O:9])=[O:8])[CH:6]=[CH:5][CH:4]=[CH:3][CH:2]=1.N1C=CC=CC=1.[S:17]1[C:21]2[C:22]([C:26](Cl)=[O:27])=[CH:23][CH:24]=[CH:25][C:20]=2[N:19]=[N:18]1.Cl>C(Cl)Cl>[C:1]1([S:7]([NH:10][C:26]([C:22]2[C:21]3[S:17][N:18]=[N:19][C:20]=3[CH:25]=[CH:24][CH:23]=2)=[O:27])(=[O:9])=[O:8])[CH:6]=[CH:5][CH:4]=[CH:3][CH:2]=1. Reactants: C1(=CC=CC=C1)S(=O)(=O)N (benzenesulfonamide), Cl (hydrochloric acid), N1=CC=CC=C1 (pyridine), S1N=NC2=C1C(=CC=C2)C(=O)Cl (benzo-1,2,3-thiadiazole-7-carboxylic acid chloride). Starting materials: ClC1=C2C=CC=NC2=C(C(=C1)C(C)=O)N1CCN(CC1)C(=O)C1=NOC(=C1)C (1-(5-chloro-8-{4-[(5-methylisoxazol-3-yl)carbonyl]piperazin-1-yl}quinolin-7-yl)ethanone), C(C)(=O)[O-].[NH4+] (ammonium acetate), C(#N)[BH3-].[Na+] (sodium cyanoborohydride), O1CCCC1 (tetrahydrofuran). The solvent is CO (methanol), C(C)#N (acetonitrile). Conditions: temperature 65 celsius. The product is ClC1=C2C=CC=NC2=C(C(=C1)C(C)N)N1CCN(CC1)C(=O)C1=NOC(=C1)C (1-(5-Chloro-8-{4-[(5-methylisoxazol-3-yl)carbonyl]piperazin-1-yl}quinolin-7-yl)ethanamine). As a reaction SMILES: [Cl:1][C:2]1[CH:11]=[C:10]([C:12](=O)[CH3:13])[C:9]([N:15]2[CH2:20][CH2:19][N:18]([C:21]([C:23]3[CH:27]=[C:26]([CH3:28])[O:25][N:24]=3)=[O:22])[CH2:17][CH2:16]2)=[C:8]2[C:3]=1[CH:4]=[CH:5][CH:6]=[N:7]2.C([O-])(=O)C.[NH4+].C([BH3-])#[N:35].[Na+].O1CCCC1>CO.C(#N)C>[Cl:1][C:2]1[CH:11]=[C:10]([CH:12]([NH2:35])[CH3:13])[C:9]([N:15]2[CH2:16][CH2:17][N:18]([C:21]([C:23]3[CH:27]=[C:26]([CH3:28])[O:25][N:24]=3)=[O:22])[CH2:19][CH2:20]2)=[C:8]2[C:3]=1[CH:4]=[CH:5][CH:6]=[N:7]2 |f:1.2,3.4|. Reported procedure: A mixture of 1-(5-chloro-8-{4-[(5-methylisoxazol-3-yl)carbonyl]piperazin-1-yl}quinolin-7-yl)ethanone (0.032 g, 0.080 mmol) and ammonium acetate (0.0618 g, 0.802 mmol) in methanol (0.3 mL) and acetonitrile (0.3 mL) was heated at 65° C. in a sealed tube for 1 hour. After cooling to room temperature, to the resulting mixture was added 1.0 M sodium cyanoborohydride in tetrahydrofuran (0.20 mL, 0.20 mmol). The reaction was heated at 65° C. overnight. The mixture was cooled to room temperature, quench... The reactants are O=C1CCC(=O)N1Br, CCCCCC, CC(C)NC(C)C, ClCCl, Cl, O, Oc1cccc2c1CCCC2. Yields the product Oc1c(Br)ccc2c1CCCC2. Reaction SMILES: [Br:19][N:20]1[C:21](=[O:22])[CH2:23][CH2:24][C:25]1=[O:26].[CH3:31][CH2:32][CH2:33][CH2:34][CH2:35][CH3:36].[CH:12]([NH:13][CH:14]([CH3:15])[CH3:16])([CH3:17])[CH3:18].[Cl:28][CH2:29][Cl:30].[ClH:27].[OH2:37].[OH:1][c:2]1[cH:3][cH:4][cH:5][c:6]2[c:11]1[CH2:10][CH2:9][CH2:8][CH2:7]2>>[OH:1][c:2]1[c:3]([Br:19])[cH:4][cH:5][c:6]2[c:11]1[CH2:10][CH2:9][CH2:8][CH2:7]2. Starting materials: FC=1C=C(C=C(C1)F)C[C@@H](NC(CN1N=C(C=2CCCCC12)C(F)(F)F)=O)C1=NC(=NC=C1C=1C=CC(=C(C(=O)N)C1)F)NCCOC ((R)-5-(4-(2-(3,5-difluorophenyl)-1-(2-(3-(trifluoromethyl)-4,5,6,7-tetrahydro-1H-indazol-1-yl)acetamido)ethyl)-2-((2-methoxyethyl)amino)pyrimidin-5-yl)-2-fluorobenzamide), BrC=1C(=NC(=NC1)NCCOCCOC)[C@H](CC1=CC(=CC(=C1)F)F)NC(CN1N=C(C=2C(CCC(C12)(F)F)(F)F)C(F)F)=O ((S)—N-(1-(5-bromo-2-((2-(2-methoxyethoxy)ethyl)amino)pyrimidin-4-yl)-2-(3,5-difluorophenyl)ethyl)-2-(3-(difluoromethyl)-4,4,7,7-tetrafluoro-4,5,6,7-tetrahydro-1H-indazol-1-yl)acetamide). Yields the product FC(C1=NN(C=2C(CCC(C12)(F)F)(F)F)CC(=O)N[C@@H](CC1=CC(=CC(=C1)F)F)C1=NC(=NC=C1C=1C=CC(=C(C(=O)N)C1)F)NCCOCCOC)F ((S)-5-(4-(1-(2-(3-(difluoromethyl)-4,4,7,7-tetrafluoro-4,5,6,7-tetrahydro-1H-indazol-1-yl)acetamido)-2-(3,5-difluorophenyl)ethyl)-2-((2-(2-methoxyethoxy)ethyl)amino)pyrimidin-5-yl)-2-fluorobenzamide). RXN SMILES: FC1C=C(C[C@H](C2C([C:34]3[CH:35]=[CH:36][C:37]([F:43])=[C:38]([CH:42]=3)[C:39]([NH2:41])=[O:40])=CN=C(NCCOC)N=2)NC(=O)CN2C3CCCCC=3C(C(F)(F)F)=N2)C=C(F)C=1.Br[C:50]1[C:51]([C@@H:64]([NH:74][C:75](=[O:93])[CH2:76][N:77]2[C:85]3[C:84]([F:87])([F:86])[CH2:83][CH2:82][C:81]([F:89])([F:88])[C:80]=3[C:79]([CH:90]([F:92])[F:91])=[N:78]2)[CH2:65][C:66]2[CH:71]=[C:70]([F:72])[CH:69]=[C:68]([F:73])[CH:67]=2)=[N:52][C:53]([NH:56][CH2:57][CH2:58][O:59][CH2:60][CH2:61][O:62][CH3:63])=[N:54][CH:55]=1>>[F:91][CH:90]([F:92])[C:79]1[C:80]2[C:81]([F:89])([F:88])[CH2:82][CH2:83][C:84]([F:86])([F:87])[C:85]=2[N:77]([CH2:76][C:75]([NH:74][C@H:64]([C:51]2[C:50]([C:34]3[CH:35]=[CH:36][C:37]([F:43])=[C:38]([CH:42]=3)[C:39]([NH2:41])=[O:40])=[CH:55][N:54]=[C:53]([NH:56][CH2:57][CH2:58][O:59][CH2:60][CH2:61][O:62][CH3:63])[N:52]=2)[CH2:65][C:66]2[CH:71]=[C:70]([F:72])[CH:69]=[C:68]([F:73])[CH:67]=2)=[O:93])[N:78]=1. Procedure: The title compound (17B) was prepared according to the method presented for the synthesis of compound 11J of Example 11 utilizing 17A. 1H NMR (400 MHz, CD3OD) δ 8.82 (d, J=8.2 Hz, 1H), 8.06 (s, 1H), 7.52-7.31 (m, 2H), 7.21 (dd, J=10.7, 8.5 Hz, 1H), 7.01-6.56 (m, 2H), 6.44 (d, J=6.0 Hz, 2H), 5.23 (t, J=6.7 Hz, 1H), 5.05 (s, 2H), 3.84-3.63 (m, 6H), 3.57 (m, 2H), 3.37 (s, 3H), 3.17-2.90 (m, 2H), 2.65-2.39 (m, 4H). MS (m/z) 774.58 [M+H]+.